describe an organic reaction: reactants, conditions, products, and yield From a dataset of the Open Reaction Database (ORD), a public repository of structured organic reaction records. The reactants are COC(=O)CC1CCCN(C(=O)c2ccc(N3CCCC3)cc2Cl)c2ccccc21, CO, Cl, [Na+], [OH-]. Product: O=C(O)CC1CCCN(C(=O)c2ccc(N3CCCC3)cc2Cl)c2ccccc21. As a reaction SMILES: [CH3:1][O:2][C:3](=[O:4])[CH2:5][CH:6]1[CH2:7][CH2:8][CH2:9][N:10]([C:17]([c:18]2[c:19]([Cl:29])[cH:20][c:21]([N:24]3[CH2:25][CH2:26][CH2:27][CH2:28]3)[cH:22][cH:23]2)=[O:30])[c:11]2[c:12]1[cH:13][cH:14][cH:15][cH:16]2.[CH3:34][OH:35].[ClH:33].[Na+:32].[OH-:31]>>[O:2]=[C:3]([OH:4])[CH2:5][CH:6]1[CH2:7][CH2:8][CH2:9][N:10]([C:17]([c:18]2[c:19]([Cl:29])[cH:20][c:21]([N:24]3[CH2:25][CH2:26][CH2:27][CH2:28]3)[cH:22][cH:23]2)=[O:30])[c:11]2[c:12]1[cH:13][cH:14][cH:15][cH:16]2. Starting materials: O=C(c1ncc[nH]1)c1ncc[nH]1, CN(C)c1ccncc1, O=C(NC1Cc2ccccc2N(CC(CO)CO)C1=O)c1cc2cc(Cl)sc2[nH]1. Yields the product O=C1OCC(CN2C(=O)C(NC(=O)c3cc4cc(Cl)sc4[nH]3)Cc3ccccc32)CO1. RXN SMILES: [C:1](=[O:2])([c:3]1[nH:4][cH:5][cH:6][n:7]1)[c:8]1[nH:9][cH:10][cH:11][n:12]1.[CH3:42][N:43]([c:44]1[cH:45][cH:46][n:47][cH:48][cH:49]1)[CH3:50].[Cl:13][c:14]1[cH:15][c:16]2[c:17]([nH:18][c:19]([C:21](=[O:22])[NH:23][CH:24]3[C:25](=[O:40])[N:26]([CH2:34][CH:35]([CH2:36][OH:37])[CH2:38][OH:39])[c:27]4[cH:28][cH:29][cH:30][cH:31][c:32]4[CH2:33]3)[cH:20]2)[s:41]1>>[C:1]1(=[O:2])[O:37][CH2:36][CH:35]([CH2:34][N:26]2[C:25](=[O:40])[CH:24]([NH:23][C:21]([c:19]3[nH:18][c:17]4[c:16]([cH:15][c:14]([Cl:13])[s:41]4)[cH:20]3)=[O:22])[CH2:33][c:32]3[c:27]2[cH:28][cH:29][cH:30][cH:31]3)[CH2:38][O:39]1. The reactants are O=CO, COC(=O)NC(C(=O)NC(Cc1ccccc1)C(O)CN(Cc1ccc(-n2cnnc2)cc1)NC(=O)OC(C)(C)C)C(C)C. The product is COC(=O)NC(C(=O)NC(Cc1ccccc1)C(O)CN(N)Cc1ccc(-n2cnnc2)cc1)C(C)C. Reaction SMILES: [CH:45]([OH:46])=[O:47].[n:1]1[n:2][cH:3][n:4](-[c:6]2[cH:7][cH:8][c:9]([CH2:12][N:13]([CH2:14][CH:15]([CH:16]([CH2:17][c:18]3[cH:19][cH:20][cH:21][cH:22][cH:23]3)[NH:24][C:25]([CH:26]([NH:27][C:28](=[O:29])[O:30][CH3:31])[CH:32]([CH3:33])[CH3:34])=[O:35])[OH:36])[NH:37][C:38]([O:39][C:40]([CH3:41])([CH3:42])[CH3:43])=[O:44])[cH:10][cH:11]2)[cH:5]1>>[n:1]1[n:2][cH:3][n:4](-[c:6]2[cH:7][cH:8][c:9]([CH2:12][N:13]([CH2:14][CH:15]([CH:16]([CH2:17][c:18]3[cH:19][cH:20][cH:21][cH:22][cH:23]3)[NH:24][C:25]([CH:26]([NH:27][C:28](=[O:29])[O:30][CH3:31])[CH:32]([CH3:33])[CH3:34])=[O:35])[OH:36])[NH2:37])[cH:10][cH:11]2)[cH:5]1. Reactants: CC(C)(C)OC(=O)NCc1cc(I)c(N)c(C(F)(F)F)c1, CCCCC([Sn])=C(CCCC)CCCC, [Cl-], [Li+], CN(C)C=O, c1ccc(P(c2ccccc2)(c2ccccc2)[Pd](P(c2ccccc2)(c2ccccc2)c2ccccc2)(P(c2ccccc2)(c2ccccc2)c2ccccc2)P(c2ccccc2)(c2ccccc2)c2ccccc2)cc1. RXN SMILES: [C:3]([CH3:4])([CH3:5])([CH3:6])[O:7][C:8]([NH:9][CH2:10][c:11]1[cH:12][c:13]([I:22])[c:14]([NH2:21])[c:15]([C:17]([F:18])([F:19])[F:20])[cH:16]1)=[O:23].[CH2:24]([CH2:25][CH2:37][CH3:38])[C:26]([Sn:27])=[C:28]([CH2:29][CH2:30][CH2:31][CH3:32])[CH2:33][CH2:34][CH2:35][CH3:36].[Cl-:1].[Li+:2].[O:116]=[CH:117][N:118]([CH3:119])[CH3:120].[cH:39]1[cH:40][cH:41][c:42]([P:43]([Pd:44]([P:45]([c:46]2[cH:47][cH:48][cH:49][cH:50][cH:51]2)([c:52]2[cH:53][cH:54][cH:55][cH:56][cH:57]2)[c:58]2[cH:59][cH:60][cH:61][cH:62][cH:63]2)([P:64]([c:65]2[cH:66][cH:67][cH:68][cH:69][cH:70]2)([c:71]2[cH:72][cH:73][cH:74][cH:75][cH:76]2)[c:77]2[cH:78][cH:79][cH:80][cH:81][cH:82]2)[P:83]([c:84]2[cH:85][cH:86][cH:87][cH:88][cH:89]2)([c:90]2[cH:91][cH:92][cH:93][cH:94][cH:95]2)[c:96]2[cH:97][cH:98][cH:99][cH:100][cH:101]2)([c:102]2[cH:103][cH:104][cH:105][cH:106][cH:107]2)[c:108]2[cH:109][cH:110][cH:111][cH:112][cH:113]2)[cH:114][cH:115]1>>[C:3]([CH3:4])([CH3:5])([CH3:6])[O:7][C:8]([NH:9][CH2:10][c:11]1[cH:12][c:13]([CH:24]=[CH2:25])[c:14]([NH2:21])[c:15]([C:17]([F:18])([F:19])[F:20])[cH:16]1)=[O:23]. Product: C=Cc1cc(CNC(=O)OC(C)(C)C)cc(C(F)(F)F)c1N. Reactants: O=C(CC(=O)Nc1ccc(Oc2cc(Nc3ccc(OCc4ccccc4)cc3)ncn2)c(F)c1)Nc1ccc(F)cc1, C1CCOC1, CC(C)OC(C)C, O=C=NC(=O)Cc1ccc(F)cc1. Product: O=C(Cc1ccc(F)cc1)NC(=O)Nc1ccc(Oc2cc(Nc3ccc(OCc4ccccc4)cc3)ncn2)c(F)c1. As a reaction SMILES: [CH2:1]([c:2]1[cH:3][cH:4][cH:5][cH:6][cH:7]1)[O:8][c:9]1[cH:10][cH:11][c:12]([NH:15][c:16]2[cH:17][c:18]([O:22][c:23]3[c:24]([F:43])[cH:25][c:26]([NH:29][C:30](=[O:31])[CH2:32][C:33]([NH:34][c:35]4[cH:36][cH:37][c:38]([F:39])[cH:40][cH:41]4)=[O:42])[cH:27][cH:28]3)[n:19][cH:20][n:21]2)[cH:13][cH:14]1.[CH2:64]1[O:65][CH2:66][CH2:67][CH2:68]1.[CH:57]([O:58][CH:59]([CH3:60])[CH3:61])([CH3:62])[CH3:63].[F:44][c:45]1[cH:46][cH:47][c:48]([CH2:51][C:52](=[O:53])[N:54]=[C:55]=[O:56])[cH:49][cH:50]1>>[CH2:1]([c:2]1[cH:3][cH:4][cH:5][cH:6][cH:7]1)[O:8][c:9]1[cH:10][cH:11][c:12]([NH:15][c:16]2[cH:17][c:18]([O:22][c:23]3[c:24]([F:43])[cH:25][c:26]([NH:29][C:55]([NH:54][C:52]([CH2:51][c:48]4[cH:47][cH:46][c:45]([F:44])[cH:50][cH:49]4)=[O:53])=[O:56])[cH:27][cH:28]3)[n:19][cH:20][n:21]2)[cH:13][cH:14]1. Starting materials: [Cl-].[Na+] (sodium chloride), COC(=O)C1(C(C=CC1=O)CC(=O)OC)C\C=C/CC (5-methoxycarbonyl-4-methoxycarbonylmethyl-5-(cis-2-pentenyl)-2-cyclopentenone). The solvent is CS(=O)C (dimethyl sulfoxide), O (water). Run at temperature 175 celsius. Product: COC(=O)CC1C=CC(C1C\C=C/CC)=O (4-methoxycarbonylmethyl-5-(cis-2-pentenyl)-2-cyclopentenone), compound ( 1-b ). Yield: 91.0%. As a reaction SMILES: COC([C:5]1([CH2:16]/[CH:17]=[CH:18]\[CH2:19][CH3:20])[C:9](=[O:10])[CH:8]=[CH:7][CH:6]1[CH2:11][C:12]([O:14][CH3:15])=[O:13])=O.[Cl-].[Na+]>CS(C)=O.O>[CH3:15][O:14][C:12]([CH2:11][CH:6]1[CH:5]([CH2:16]/[CH:17]=[CH:18]\[CH2:19][CH3:20])[C:9](=[O:10])[CH:8]=[CH:7]1)=[O:13] |f:1.2|. Reported procedure: A 360 mg quantity of 5-methoxycarbonyl-4-methoxycarbonylmethyl-5-(cis-2-pentenyl)-2-cyclopentenone is dissolved in 8 ml of dimethyl sulfoxide containing 23 mg of water. The solution is reacted in a sealed tube with addition of 20 mg of sodium chloride. After the solution has been heated at 175° C. for 4 hours, the product is cooled to room temperature and then extracted with ethyl ether. The ethereal layer is washed, dried and distilled for the removal of the solvent. Purification of the residue... The reactants are C1CCOC1, CC(C)(C)OC(=O)NC(C(=O)O)C12CC3CC(CC(O)(C3)C1)C2, CS(=O)(=O)Cl, CCN(C(C)C)C(C)C, NC(=O)C1CC2CC2N1, Cl, Oc1cccc2[nH]nnc12. Yields the product CC(C)(C)OC(=O)NC(C(=O)N1C(C(N)=O)CC2CC21)C12CC3CC(CC(O)(C3)C1)C2. Reaction SMILES: [CH2:58]1[O:59][CH2:60][CH2:61][CH2:62]1.[CH3:1][C:2]([CH3:3])([O:4][C:5](=[O:6])[NH:7][CH:8]([C:9](=[O:10])[OH:11])[C:12]12[CH2:13][C:14]3([OH:22])[CH2:15][CH:16]([CH2:17][CH:18]([CH2:19]1)[CH2:20]3)[CH2:21]2)[CH3:23].[CH3:24][S:25](=[O:26])(=[O:27])[Cl:28].[CH:29]([N:30]([CH:31]([CH3:32])[CH3:33])[CH2:34][CH3:35])([CH3:36])[CH3:37].[CH:39]12[NH:40][CH:41]([C:45](=[O:46])[NH2:47])[CH2:42][CH:43]1[CH2:44]2.[ClH:38].[OH:48][c:49]1[c:50]2[n:51][n:52][nH:53][c:54]2[cH:55][cH:56][cH:57]1>>[CH3:1][C:2]([CH3:3])([O:4][C:5](=[O:6])[NH:7][CH:8]([C:9](=[O:10])[N:40]1[CH:39]2[CH:43]([CH2:42][CH:41]1[C:45](=[O:46])[NH2:47])[CH2:44]2)[C:12]12[CH2:13][C:14]3([OH:22])[CH2:15][CH:16]([CH2:17][CH:18]([CH2:19]1)[CH2:20]3)[CH2:21]2)[CH3:23]. Reactants: C(C1=CC=CC=C1)OC(=O)N1[C@@H](CN(CC1)C(=O)OC(C)(C)C)[C@H](C)NC1=NC=CC(=N1)N1C=NC2=C1C=CC(=C2)C2=CC=NC=C2 ((S,S)-2-[1-(1-(benzyloxycarbonyl)-4-(tert-butyloxycarbonyl)piperazine-2-yl)-ethylamino]-4-[5-(pyridine-4-yl)benzimidazol-1-yl]pyrimidine), C1(=CC=CC2=CC=CC=C12)N=C=O (naphthyl isocyanate). Yields the product C(C1=CC=CC=C1)OC(=O)N1[C@@H](CN(CC1)C(NC1=CC=CC2=CC=CC=C12)=O)[C@H](C)NC1=NC=CC(=N1)N1C=NC2=C1C=CC(=C2)C2=CC=NC=C2 ((S,S)-2-[1-(1-(Benzyloxycarbonyl)-4-(N-naphth-1-yl-carbamoyl)piperazine-2-yl)-ethylamino]-4-[5-(pyridin-4-yl)benzimidazol-1-yl]pyrimidine). RXN SMILES: [CH2:1]([O:8][C:9]([N:11]1[CH2:16][CH2:15][N:14](C(OC(C)(C)C)=O)[CH2:13][C@H:12]1[C@@H:24]([NH:26][C:27]1[N:32]=[C:31]([N:33]2[C:37]3[CH:38]=[CH:39][C:40]([C:42]4[CH:47]=[CH:46][N:45]=[CH:44][CH:43]=4)=[CH:41][C:36]=3[N:35]=[CH:34]2)[CH:30]=[CH:29][N:28]=1)[CH3:25])=[O:10])[C:2]1[CH:7]=[CH:6][CH:5]=[CH:4][CH:3]=1.[C:48]1([N:58]=[C:59]=[O:60])[C:57]2[C:52](=[CH:53][CH:54]=[CH:55][CH:56]=2)[CH:51]=[CH:50][CH:49]=1>>[CH2:1]([O:8][C:9]([N:11]1[CH2:16][CH2:15][N:14]([C:59](=[O:60])[NH:58][C:48]2[C:57]3[C:52](=[CH:53][CH:54]=[CH:55][CH:56]=3)[CH:51]=[CH:50][CH:49]=2)[CH2:13][C@H:12]1[C@@H:24]([NH:26][C:27]1[N:32]=[C:31]([N:33]2[C:37]3[CH:38]=[CH:39][C:40]([C:42]4[CH:43]=[CH:44][N:45]=[CH:46][CH:47]=4)=[CH:41][C:36]=3[N:35]=[CH:34]2)[CH:30]=[CH:29][N:28]=1)[CH3:25])=[O:10])[C:2]1[CH:3]=[CH:4][CH:5]=[CH:6][CH:7]=1. Procedure: The title compound was prepared from (S,S)-2-[1-(1-(benzyloxycarbonyl)-4-(tert-butyloxycarbonyl)piperazine-2-yl)-ethylamino]-4-[5-(pyridine-4-yl)benzimidazol-1-yl]pyrimidine (72 m,) and naphthyl isocyanate (23 mg) according to the procedure described in EXAMPLE 14, Step F. Mass spectrum (ESI) 704.2 (M+1).